From a dataset of the Open Reaction Database (ORD), a public repository of structured organic reaction records. describe an organic reaction: reactants, conditions, products, and yield The reactants are [Al+3], Cc1ccc2c(OCCN3CCN(Cc4ccc5c(c4)NC(=O)CO5)CC3)cccc2n1, [H-], [H-], [H-], [H-], [Li+], C1CCOC1. Product: Cc1ccc2c(OCCN3CCN(Cc4ccc5c(c4)NCCO5)CC3)cccc2n1. Reaction SMILES: [Al+3:34].[CH3:1][c:2]1[n:3][c:4]2[cH:5][cH:6][cH:7][c:8]([O:12][CH2:13][CH2:14][N:15]3[CH2:16][CH2:17][N:18]([CH2:21][c:22]4[cH:23][cH:24][c:25]5[c:26]([cH:32]4)[NH:27][C:28](=[O:31])[CH2:29][O:30]5)[CH2:19][CH2:20]3)[c:9]2[cH:10][cH:11]1.[H-:33].[H-:36].[H-:37].[H-:38].[Li+:35].[O:39]1[CH2:40][CH2:41][CH2:42][CH2:43]1>>[CH3:1][c:2]1[n:3][c:4]2[cH:5][cH:6][cH:7][c:8]([O:12][CH2:13][CH2:14][N:15]3[CH2:16][CH2:17][N:18]([CH2:21][c:22]4[cH:23][cH:24][c:25]5[c:26]([cH:32]4)[NH:27][CH2:28][CH2:29][O:30]5)[CH2:19][CH2:20]3)[c:9]2[cH:10][cH:11]1. The reactants are C[Si](C)(C)N=C=O, CC(C)O, OC1CCNC1. Yields the product NC(=O)N1CCC(O)C1. Reaction SMILES: [CH3:7][Si:8]([CH3:9])([CH3:10])[N:11]=[C:12]=[O:13].[CH:14]([OH:15])([CH3:16])[CH3:17].[OH:1][CH:2]1[CH2:3][NH:4][CH2:5][CH2:6]1>>[OH:1][CH:2]1[CH2:3][N:4]([C:12]([NH2:11])=[O:13])[CH2:5][CH2:6]1. Starting materials: CC(C)C(=O)Nc1cccc(C2CCNCC2)c1, Cc1ccc(OCCCCl)cc1C. The product is Cc1ccc(OCCCN2CCC(c3cccc(NC(=O)C(C)C)c3)CC2)cc1C. RXN SMILES: [CH3:14][CH:15]([C:16](=[O:17])[NH:18][c:19]1[cH:20][c:21]([CH:25]2[CH2:26][CH2:27][NH:28][CH2:29][CH2:30]2)[cH:22][cH:23][cH:24]1)[CH3:31].[Cl:1][CH2:2][CH2:3][CH2:4][O:5][c:6]1[cH:7][c:8]([CH3:13])[c:9]([CH3:12])[cH:10][cH:11]1>>[CH2:2]([CH2:3][CH2:4][O:5][c:6]1[cH:7][c:8]([CH3:13])[c:9]([CH3:12])[cH:10][cH:11]1)[N:28]1[CH2:27][CH2:26][CH:25]([c:21]2[cH:20][c:19]([NH:18][C:16]([CH:15]([CH3:14])[CH3:31])=[O:17])[cH:24][cH:23][cH:22]2)[CH2:30][CH2:29]1. Reactants: C(C)(C)(C)OC(NC1=C(C=C(C=C1)C1=C(C=C(C=C1)F)F)N)=O ((3-amino-2′,4′-difluoro-biphenyl-4-yl)-carbamic acid tert.-butyl ester), C(C)(C)(C)OC(CC(=O)C1=CC(=NC=C1)C#N)=O (3-(2-cyano-pyridin-4-yl)-3-oxo-propionic acid tert.-butyl ester). The product is C(C)(C)(C)OC(NC1=C(C=C(C=C1)C1=C(C=C(C=C1)F)F)NC(CC(=O)C1=CC(=NC=C1)C#N)=O)=O ({3-[3-(2-Cyano-pyridin-4-yl)-3-oxo-propionylamino]-2′,4′-difluoro-biphenyl-4-yl}-carbamic acid tert.-butyl ester). As a reaction SMILES: [C:1]([O:5][C:6](=[O:23])[NH:7][C:8]1[CH:13]=[CH:12][C:11]([C:14]2[CH:19]=[CH:18][C:17]([F:20])=[CH:16][C:15]=2[F:21])=[CH:10][C:9]=1[NH2:22])([CH3:4])([CH3:3])[CH3:2].C([O:28][C:29](=O)[CH2:30][C:31]([C:33]1[CH:38]=[CH:37][N:36]=[C:35]([C:39]#[N:40])[CH:34]=1)=[O:32])(C)(C)C>>[C:1]([O:5][C:6](=[O:23])[NH:7][C:8]1[CH:13]=[CH:12][C:11]([C:14]2[CH:19]=[CH:18][C:17]([F:20])=[CH:16][C:15]=2[F:21])=[CH:10][C:9]=1[NH:22][C:29](=[O:28])[CH2:30][C:31]([C:33]1[CH:38]=[CH:37][N:36]=[C:35]([C:39]#[N:40])[CH:34]=1)=[O:32])([CH3:4])([CH3:2])[CH3:3]. Procedure details: Prepared from (3-amino-2′,4′-difluoro-biphenyl-4-yl)-carbamic acid tert.-butyl ester (Example G43) and 3-(2-cyano-pyridin-4-yl)-3-oxo-propionic acid tert.-butyl ester (Example H10) according to the general procedure K. Obtained as a light brown solid (207 mg).